From a dataset of the Open Reaction Database (ORD), a public repository of structured organic reaction records. describe an organic reaction: reactants, conditions, products, and yield The reactants are C1CCOC1, COC1CCC2C3CCC4CC(=O)CCC4(C)C3CCC12C, [Li]C, ClCCl. Product: COC1CCC2C3CCC4CC(C)(O)CCC4(C)C3CCC12C. RXN SMILES: [CH2:25]1[O:26][CH2:27][CH2:28][CH2:29]1.[CH3:1][O:2][CH:3]1[C:4]2([CH3:5])[CH:6]([CH2:7][CH2:8]1)[CH:9]1[CH2:10][CH2:11][CH:12]3[CH2:13][C:14](=[O:22])[CH2:15][CH2:16][C:17]3([CH3:18])[CH:19]1[CH2:20][CH2:21]2.[CH3:23][Li:24].[Cl:30][CH2:31][Cl:32]>>[CH3:1][O:2][CH:3]1[C:4]2([CH3:5])[CH:6]([CH2:7][CH2:8]1)[CH:9]1[CH2:10][CH2:11][CH:12]3[CH2:13][C:14]([OH:22])([CH3:23])[CH2:15][CH2:16][C:17]3([CH3:18])[CH:19]1[CH2:20][CH2:21]2. Reactants: COCC=1C(NC(NC1)=O)=O (5-methoxymethyl-2,4(1H,3H)-pyrimidinedione), C(C1=CC=CC=C1)Br (benzyl bromide). The product is C(C1=CC=CC=C1)N1C(NC(C(=C1)COC)=O)=O (1-benzyl-5-methoxymethyl-2,4(1H,3H)-pyrimidinedione). As a reaction SMILES: [CH3:1][O:2][CH2:3][C:4]1[C:5](=[O:11])[NH:6][C:7](=[O:10])[NH:8][CH:9]=1.[CH2:12](Br)[C:13]1[CH:18]=[CH:17][CH:16]=[CH:15][CH:14]=1>>[CH2:12]([N:8]1[CH:9]=[C:4]([CH2:3][O:2][CH3:1])[C:5](=[O:11])[NH:6][C:7]1=[O:10])[C:13]1[CH:18]=[CH:17][CH:16]=[CH:15][CH:14]=1. Procedure details: substituting 5-methoxymethyl-2,4(1H,3H)-pyrimidinedione and benzyl bromide gave 1-benzyl-5-methoxymethyl-2,4(1H,3H)-pyrimidinedione, m.p. 134°-136° C.; Starting materials: CC=1NC2=CC(=CC=C2C1C)OC (2,3-Dimethyl-6-methoxy-1H-indole), Cl.N1=CC=CC=C1 (pyridine hydrochloride). Solvent: O (water). Reaction conditions: temperature 200 celsius, time 15 minute. Product: CC=1NC2=CC(=CC=C2C1C)O (2,3-dimethyl-6-hydroxy-1H-indole). Reaction SMILES: [CH3:1][C:2]1[NH:3][C:4]2[C:9]([C:10]=1[CH3:11])=[CH:8][CH:7]=[C:6]([O:12]C)[CH:5]=2.Cl.N1C=CC=CC=1>O>[CH3:1][C:2]1[NH:3][C:4]2[C:9]([C:10]=1[CH3:11])=[CH:8][CH:7]=[C:6]([OH:12])[CH:5]=2 |f:1.2|. Reported procedure: 2,3-Dimethyl-6-methoxy-1H-indole (2.0 g; synthesized by the process reported by Ockenden et al., J. Chem. Soc., pp. 3175-3180 (1957)) was mixed with pyridine hydrochloride (7.91 g; mfd. by KANTO KAGAKU). The resulting mixture was stirred at 200° C. for 15 minutes and then cooled. After adding water (100 mL), the mixture was then extracted with ethyl acetate (100 mL). The organic layer was dried over anhydrous sodium sulfate (10 g). The solvent was distilled off under reduced pressure to yield cr... Reactants: Cl (hydrogen chloride), OC(CN1C=2N(C3=C1C=CC=C3)CCCN2)C2=CC=C(C=C2)Cl (10-[2-Hydroxy-2-(4-chlorophenyl)ethyl]-2,3,4,10-tetrahydropyrimidino[1,2-a]benzimidazole). The solvent is C(C)(C)O (isopropanol). Reaction conditions: time 30 minute. Yields the product Cl.OC(CN1C=2N(C3=C1C=CC=C3)CCCN2)C2=CC=C(C=C2)Cl (10-[2-Hydroxy-2-(4-chlorophenyl)ethyl]-2,3,4,10-tetrahydropyrimidino[1,2-a]benzimidazole hydrochloride). As a reaction SMILES: Cl.[OH:2][CH:3]([C:18]1[CH:23]=[CH:22][C:21]([Cl:24])=[CH:20][CH:19]=1)[CH2:4][N:5]1[C:9]2[CH:10]=[CH:11][CH:12]=[CH:13][C:8]=2[N:7]2[CH2:14][CH2:15][CH2:16][N:17]=[C:6]12>C(O)(C)C>[ClH:24].[OH:2][CH:3]([C:18]1[CH:19]=[CH:20][C:21]([Cl:24])=[CH:22][CH:23]=1)[CH2:4][N:5]1[C:9]2[CH:10]=[CH:11][CH:12]=[CH:13][C:8]=2[N:7]2[CH2:14][CH2:15][CH2:16][N:17]=[C:6]12 |f:3.4|. Procedure details: Slowly add isopropanolic hydrogen chloride to an isopropanol solution of the base obtained in Step A. Wait for 30 minutes. Suction-filter, and wash with acetone. The reactants are Cc1cc(CC(NC(=O)OC(C)(C)C)c2ncc[nH]2)cc2cn(COCC[Si](C)(C)C)nc12, O=C([O-])[O-], CN(C)C=O, Fc1cccc(CBr)c1, [K+], [K+]. The product is Cc1cc(CC(NC(=O)OC(C)(C)C)c2nccn2Cc2cccc(F)c2)cc2cn(COCC[Si](C)(C)C)nc12. As a reaction SMILES: [C:1]([CH3:2])([CH3:3])([CH3:4])[O:5][C:6]([NH:7][CH:8]([CH2:9][c:10]1[cH:11][c:12]2[cH:13][n:14]([CH2:20][O:21][CH2:22][CH2:23][Si:24]([CH3:25])([CH3:26])[CH3:27])[n:15][c:16]2[c:17]([CH3:19])[cH:18]1)[c:28]1[nH:29][cH:30][cH:31][n:32]1)=[O:33].[C:43](=[O:44])([O-:45])[O-:46].[CH3:49][N:50]([CH3:51])[CH:52]=[O:53].[F:34][c:35]1[cH:36][c:37]([CH2:38][Br:39])[cH:40][cH:41][cH:42]1.[K+:47].[K+:48]>>[C:1]([CH3:2])([CH3:3])([CH3:4])[O:5][C:6]([NH:7][CH:8]([CH2:9][c:10]1[cH:11][c:12]2[cH:13][n:14]([CH2:20][O:21][CH2:22][CH2:23][Si:24]([CH3:25])([CH3:26])[CH3:27])[n:15][c:16]2[c:17]([CH3:19])[cH:18]1)[c:28]1[n:29][cH:30][cH:31][n:32]1[CH2:38][c:37]1[cH:36][c:35]([F:34])[cH:42][cH:41][cH:40]1)=[O:33]. The reactants are NC1=C(C=C(C=C1Cl)C(CBr)=O)Cl (1-[4-Amino-3,5-dichlorophenyl]-2-bromoethanone), O(C1=CC=CC=C1)CCCOCCOCCCNCC1=CC=CC=C1 (N-[3-[2-(3-phenoxypropoxy)ethoxy]propyl]benzenemethanamine). The solvent is C1CCOC1 (THF). Run at time 18 hour. Product: NC1=C(C=C(C=C1Cl)C(O)CN(CC1=CC=CC=C1)CCCOCCOCCCOC1=CC=CC=C1)Cl (4-Amino-3,5-dichloro-α-[[[3-[2-(3-phenoxypropoxy)ethoxy]propyl](phenylmethyl)amino]methyl]benzenemethanol). The yield is 70.9%. Reaction SMILES: [NH2:1][C:2]1[C:7]([Cl:8])=[CH:6][C:5]([C:9](=[O:12])[CH2:10]Br)=[CH:4][C:3]=1[Cl:13].[O:14]([CH2:21][CH2:22][CH2:23][O:24][CH2:25][CH2:26][O:27][CH2:28][CH2:29][CH2:30][NH:31][CH2:32][C:33]1[CH:38]=[CH:37][CH:36]=[CH:35][CH:34]=1)[C:15]1[CH:20]=[CH:19][CH:18]=[CH:17][CH:16]=1>C1COCC1>[NH2:1][C:2]1[C:7]([Cl:8])=[CH:6][C:5]([CH:9]([CH2:10][N:31]([CH2:30][CH2:29][CH2:28][O:27][CH2:26][CH2:25][O:24][CH2:23][CH2:22][CH2:21][O:14][C:15]2[CH:16]=[CH:17][CH:18]=[CH:19][CH:20]=2)[CH2:32][C:33]2[CH:34]=[CH:35][CH:36]=[CH:37][CH:38]=2)[OH:12])=[CH:4][C:3]=1[Cl:13]. Procedure details: 1-[4-Amino-3,5-dichlorophenyl]-2-bromoethanone (0.95 g), N-[3-[2-(3-phenoxypropoxy)ethoxy]propyl]benzenemethanamine (1.15 g) and DEA (0.48 g) were stirred together in THF (35 ml) at room temperature under nitrogen for 7 h. The mixture was filtered and the filtrate evaporated in vacuo. The residue was dissolved in methanol (35 ml) and treated portionwise with sodium borohydride (0.34 g), at 0° C. under nitrogen, stirred at room temperature for 18 h, diluted with water (150 ml) and the solvent eva... Reactants: CC1=NC(=NO1)C1=C(N=C(S1)N)C1=CC=CC=C1 (5-(5-methyl-[1,2,4]oxadiazol-3-yl)-4-phenyl-thiazol-2-ylamine), CC(CC(=O)Cl)C (3-methyl-butyryl chloride). RXN SMILES: [CH3:1][C:2]1[O:6][N:5]=[C:4]([C:7]2[S:11][C:10]([NH2:12])=[N:9][C:8]=2[C:13]2[CH:18]=[CH:17][CH:16]=[CH:15][CH:14]=2)[N:3]=1.[CH3:19][CH:20]([CH3:25])[CH2:21][C:22](Cl)=[O:23]>>[CH3:19][CH:20]([CH3:25])[CH2:21][C:22]([NH:12][C:10]1[S:11][C:7]([C:4]2[N:3]=[C:2]([CH3:1])[O:6][N:5]=2)=[C:8]([C:13]2[CH:14]=[CH:15][CH:16]=[CH:17][CH:18]=2)[N:9]=1)=[O:23]. Product: CC(CC(=O)NC=1SC(=C(N1)C1=CC=CC=C1)C1=NOC(=N1)C)C (3-Methyl-N-[5-(5-methyl-[1,2,4]oxadiazol-3-yl)-4-phenyl-thiazol-2-yl]-butyramide). Procedure: Prepared from 5-(5-methyl-[1,2,4]oxadiazol-3-yl)-4-phenyl-thiazol-2-ylamine and 3-methyl-butyryl chloride.